From a dataset of the Open Reaction Database (ORD), a public repository of structured organic reaction records. describe an organic reaction: reactants, conditions, products, and yield The reactants are C(C)NC(=O)C1=C(C(=NN1C)CC)Cl (ethyl 4-chloro-3-ethyl-1-methylpyrazole-5-carboxamide), C(C)(C)(C)C1=CC=C(CN)C=C1 (4-tert-butylbenzylamine). Conditions: temperature 200 celsius. Yields the product C(C)(C)(C)C1=CC=C(CNC(=O)C2=C(C(=NN2C)CC)Cl)C=C1 (N-(p-tert-butylbenzyl)-4-chloro-3-ethyl-1-methylpyrazole-5-carboxamide). RXN SMILES: [CH2:1]([NH:3][C:4]([C:6]1[N:10]([CH3:11])[N:9]=[C:8]([CH2:12][CH3:13])[C:7]=1[Cl:14])=[O:5])[CH3:2].[C:15]([C:19]1[CH:26]=[CH:25]C(CN)=[CH:21][CH:20]=1)([CH3:18])([CH3:17])[CH3:16]>>[C:15]([C:19]1[CH:26]=[CH:25][C:2]([CH2:1][NH:3][C:4]([C:6]2[N:10]([CH3:11])[N:9]=[C:8]([CH2:12][CH3:13])[C:7]=2[Cl:14])=[O:5])=[CH:21][CH:20]=1)([CH3:18])([CH3:17])[CH3:16]. Procedure details: A mixture of ethyl 4-chloro-3-ethyl-1-methylpyrazole-5-carboxamide and 4-tert-butylbenzylamine is heated to 200° C. for four hours with continuous stirring. Thereafter the reaction mixture is cooled to room temperature and the reaction mixture purified by silica gel chromatography to obtain the desired product 115°-117° C. Starting materials: C([O-])([O-])=O.[K+].[K+] (Potassium carbonate), S(O)(O)(=O)=O (sulfuric acid), FC(C(CC=C)N1C(C=2C(C1=O)=CC=CC2)=O)(F)F (N-(1-trifluoromethyl-3-butenyl)phthalimide), [Mn](=O)(=O)(=O)[O-].[K+] (potassium permanganate), I(=O)(=O)(=O)[O-].[Na+] (sodium metaperiodate), O1CCOCC1 (dioxane). Run in O (water). Conditions: temperature 25 celsius, time 24 hour. Product: FC(C(CCC(=O)O)(C)N1C(C=2C(C1=O)=CC=CC2)=O)(F)F (4-trifluoromethyl-4-phthalimidopentanoic acid). RXN SMILES: [F:1][C:2]([F:19])([F:18])[CH:3]([N:7]1[C:11](=[O:12])[C:10]2=[CH:13][CH:14]=[CH:15][CH:16]=[C:9]2[C:8]1=[O:17])[CH2:4]C=C.[Mn]([O-])(=O)(=O)=O.[K+].I([O-])(=O)(=O)=O.[Na+].[C:32](=[O:35])([O-])[O-:33].[K+].[K+].S(=O)(=O)(O)O.O1CCO[CH2:45][CH2:44]1>O>[F:19][C:2]([F:18])([F:1])[C:3]([N:7]1[C:11](=[O:12])[C:10]2=[CH:13][CH:14]=[CH:15][CH:16]=[C:9]2[C:8]1=[O:17])([CH3:4])[CH2:44][CH2:45][C:32]([OH:33])=[O:35] |f:1.2,3.4,5.6.7|. Procedure details: A solution of 15.2 g of 1-trifluoromethylpent-4-ene-1-one in 150 ml of methanol is heated at 0° C. with 1.7 g of sodium borohydride. The reaction mixture is stirred for 2 hours at 25° C. then neutralized with HCl. The residue obtained after evaporation of the solvent is extracted several times with chloroform, washed with brine, dried over magnesium sulfate and concentrated under reduced pressure to give 1-trifluoromethylbut-4-ene-1-ol. A solution of 10 mmole of 1-trifluoromethylbut-4-ene-1-ol, ... Reactants: COC1=CC=C(C=C1C(=O)O)C(=O)N (6-methoxyisophthalamic acid), ClC1=C(N)C=C(C=C1)C (2-chloro-5-methylaniline). Yields the product ClC1=C(C=C(C=C1)C)NC(C=1C=C(C(=O)N)C=CC1OC)=O (3-N-(2-chloro-5-methylphenyl)-4-methoxyisophthalamide). As a reaction SMILES: [CH3:1][O:2][C:3]1[C:8]([C:9]([OH:11])=O)=[CH:7][C:6]([C:12]([NH2:14])=[O:13])=[CH:5][CH:4]=1.[Cl:15][C:16]1[CH:22]=[CH:21][C:20]([CH3:23])=[CH:19][C:17]=1[NH2:18]>>[Cl:15][C:16]1[CH:22]=[CH:21][C:20]([CH3:23])=[CH:19][C:17]=1[NH:18][C:9](=[O:11])[C:8]1[CH:7]=[C:6]([CH:5]=[CH:4][C:3]=1[O:2][CH3:1])[C:12]([NH2:14])=[O:13]. Reported procedure: The captioned compound was synthesized from 6-methoxyisophthalamic acid and 2-chloro-5-methylaniline by the same procedure as in the manufacturing method described in step C of Example 1-3-1. RXN SMILES: [C:1]([CH3:2])(=[O:3])[NH:4][c:5]1[s:6][cH:7][c:8]([C:10](=[O:11])[OH:12])[n:9]1.[CH2:29]([N:30]=[C:31]=[N:32][CH2:33][CH2:34][CH2:35][N:36]([CH3:37])[CH3:38])[CH3:39].[Cl:50][CH2:51][Cl:52].[ClH:28].[NH2:13][c:14]1[cH:15][cH:16][c:17]([NH:20][C:21]([O:22][C:23]([CH3:24])([CH3:25])[CH3:26])=[O:27])[cH:18][cH:19]1.[OH:40][n:41]1[c:42]2[cH:43][cH:44][cH:45][cH:46][c:47]2[n:48][n:49]1>>[C:1]([CH3:2])(=[O:3])[NH:4][c:5]1[s:6][cH:7][c:8]([C:10](=[O:12])[NH:13][c:14]2[cH:15][cH:16][c:17]([NH:20][C:21]([O:22][C:23]([CH3:24])([CH3:25])[CH3:26])=[O:27])[cH:18][cH:19]2)[n:9]1. Reactants: CC(=O)Nc1nc(C(=O)O)cs1, CCN=C=NCCCN(C)C, ClCCl, Cl, CC(C)(C)OC(=O)Nc1ccc(N)cc1, On1nnc2ccccc21. Product: CC(=O)Nc1nc(C(=O)Nc2ccc(NC(=O)OC(C)(C)C)cc2)cs1. Reactants: C(C)(=O)OC=CC(F)(F)F (3,3,3-Trifluoropropenyl acetate). The reagents and catalysts are [Pd] (Pd/C). Product: C(F)(F)(F)CCOC(=O)C (CF3CH2CH2OAc). Isolated yield 93.0%. Reaction SMILES: [C:1]([O:4][CH:5]=[CH:6][C:7]([F:10])([F:9])[F:8])(=[O:3])[CH3:2]>[Pd]>[C:7]([CH2:6][CH2:5][O:4][C:1]([CH3:2])=[O:3])([F:10])([F:9])[F:8]. Procedure details: 3,3,3-Trifluoropropenyl acetate (7.1. g) was hydrogenated in a glass pressure bottle overnight at 65°-70° C. using 0.1 g 10% Pd/C as catalyst and a maximum H2 pressure of 35 psi. The catalyst was separated by centrifugation, providing 6.7 g of 97% pure CF3CH2CH2OAc (93% yield). Bp 112°-113° C. [lit. 112° C.; B. T. Golding, P. J. Sellars, and W. P. Watson, J. Fluorine Chem., 30 (1985) 153]. 1H NMR: δ4.29 (t, 2 H, J=6.4 Hz), 2.4 (m, 2 H), 2.07 (s, 3H). 19F NMR: δ-65.8 (t, J=10.4 Hz). Starting materials: CNCCC1C=C(CC(=C1)OC)OC (N-methyl-1,5-dimethoxycyclohexa-1,4-diene-3-ethylamine), Cl (hydrochloric acid). The solvent is O (water), O1CCCC1 (tetrahydrofuran). Run at temperature 50 celsius. Yields the product CNCCC1CC(=O)CC(=O)C1 (5-[(2-methylamino)ethyl]-cyclohexane-1,3-dione). Yield: 82.6%. As a reaction SMILES: [CH3:1][NH:2][CH2:3][CH2:4][CH:5]1[CH:10]=[C:9]([O:11]C)[CH2:8][C:7]([O:13]C)=[CH:6]1.Cl>O1CCCC1.O>[CH3:1][NH:2][CH2:3][CH2:4][CH:5]1[CH2:6][C:7](=[O:13])[CH2:8][C:9](=[O:11])[CH2:10]1. Reported procedure: To a stirred solution of N-methyl-1,5-dimethoxycyclohexa-1,4-diene-3-ethylamine (5.5 g, 27.9 mmol) in 20 ml of tetrahydrofuran was added 10 ml of 6 N hydrochloric acid in one portion. The warm solution was heated for 15 min. at 50° C. and concentrated to give a light yellow oil. The crude oil was dissolved in 25 ml of water, and the solution was mixed with 50 g of Dowex 50X8 resin (previously washed with 2 N HCl and deionized water) in a sintered glass funnel. After a few minutes, the aqueous so... Reactants: CC(=O)[O-], CC(=O)[O-], CC(C)(C)[O-], Cc1ccc(N)cc1, [Cl-], COc1ccc(I)cc1, [NH4+], [Na+], C1COCCO1, [Pd+2], CC(=C(c1ccccc1)c1ccccc1)P(C1CCCCC1)C1CCCCC1. Yields the product COc1ccc(Nc2ccc(C)cc2)cc1. RXN SMILES: [C:54]([O-:55])(=[O:56])[CH3:57].[C:59]([O-:60])(=[O:61])[CH3:62].[CH3:18][C:19]([CH3:20])([O-:21])[CH3:22].[CH3:1][c:2]1[cH:3][cH:4][c:5]([NH2:6])[cH:7][cH:8]1.[Cl-:52].[I:9][c:10]1[cH:11][cH:12][c:13]([O:16][CH3:17])[cH:14][cH:15]1.[NH4+:53].[Na+:23].[O:63]1[CH2:64][CH2:65][O:66][CH2:67][CH2:68]1.[Pd+2:58].[c:24]1([C:25]([c:26]2[cH:27][cH:28][cH:29][cH:30][cH:31]2)=[C:32]([P:33]([CH:34]2[CH2:35][CH2:36][CH2:37][CH2:38][CH2:39]2)[CH:40]2[CH2:41][CH2:42][CH2:43][CH2:44][CH2:45]2)[CH3:46])[cH:47][cH:48][cH:49][cH:50][cH:51]1>>[CH3:1][c:2]1[cH:3][cH:4][c:5]([NH:6][c:10]2[cH:11][cH:12][c:13]([O:16][CH3:17])[cH:14][cH:15]2)[cH:7][cH:8]1.